The task is: describe an organic reaction: reactants, conditions, products, and yield. This data is from the Open Reaction Database (ORD), a public repository of structured organic reaction records. Starting materials: C(C1=CC=CC=C1)N1N=C(C(=C1C)CC(=O)O)C ((1-Benzyl-3,5-dimethyl-1H-pyrazol-4-yl)-acetic acid), C(=O)(O)[O-].[Na+] (NaHCO3). Run in Cl (HCl). Run at time 18 hour. Product: COC(CC=1C(=NN(C1C)CC1=CC=CC=C1)C)=O ((1-Benzyl-3,5-dimethyl-1H-pyrazol-4-yl)-acetic acid methyl ester). Reaction SMILES: [CH2:1]([N:8]1[C:12]([CH3:13])=[C:11]([CH2:14][C:15]([OH:17])=[O:16])[C:10]([CH3:18])=[N:9]1)[C:2]1[CH:7]=[CH:6][CH:5]=[CH:4][CH:3]=1.[C:19]([O-])(O)=O.[Na+]>Cl>[CH3:19][O:16][C:15](=[O:17])[CH2:14][C:11]1[C:10]([CH3:18])=[N:9][N:8]([CH2:1][C:2]2[CH:7]=[CH:6][CH:5]=[CH:4][CH:3]=2)[C:12]=1[CH3:13] |f:1.2|. Procedure: (1-Benzyl-3,5-dimethyl-1H-pyrazol-4-yl)-acetic acid (1.00 g, 4.1 mmol) was dissolved in 3N methanolic HCl (7.5 mL) and stirred at room temperature for 18 h. The reaction mixture was neutralized with aqueous NaHCO3 solution and extracted with dichloromethane. The organic layer was dried over MgSO4 and concentrated under reduced pressure. The reactants are C(CCCCCCCCCCC)(=O)O (lauric acid), NCCC[Si](OCC)(OCC)OCC (3-aminopropyltriethoxysilane), O (water), C(CCCCCCCCCCC)(=O)O (lauric acid). Solvent: C(C)O (ethanol). Reaction conditions: time 1 hour. The product is NCCC[SiH2]OCC(O)O (3-aminopropyldihydroxyethoxysilane), solution. Yield: 80.0%. As a reaction SMILES: [NH2:1][CH2:2][CH2:3][CH2:4][Si:5](OCC)(OCC)[O:6]CC.O.[C:16]([OH:29])(=[O:28])[CH2:17]CCCCCCCCCC>C(O)C>[NH2:1][CH2:2][CH2:3][CH2:4][SiH2:5][O:6][CH2:17][CH:16]([OH:28])[OH:29]. Reported procedure: 0.10 mol of 3-aminopropyltriethoxysilane is charged under a nitrogen atmosphere to a sulfonating flask. 0.20 mol of water and 0.10 mol of lauric acid are then added with thorough stirring, and stirring is continued at room temperature for one hour. The salt derived from lauric acid and 3-aminopropyldihydroxyethoxysilane [Compound (118)] is obtained in quantitative yield as an 80% solution in ethanol. Starting materials: CC1=C(N=C2N1C(=C(C=C2C(=O)O)Cl)N)C (methyl 5-amino-6-chloro-2-methylimidazo[1,2-a]pyridine-8-carboxylic acid), NCC1CCN(CC1)C(=O)OC(C)(C)C (tert-butyl 4-(aminomethyl)piperidine-1-carboxylate). The product is NC1=C(C=C(C=2N1C=C(N2)C)C(=O)NCC2CCN(CC2)C(=O)OC(C)(C)C)Cl (tert-butyl 4-({[(5-amino-6-chloro-2-methylimidazo[1,2-a]pyridin-8-yl)carbonyl]amino}methyl)piperidine-1-carboxylate). Reaction SMILES: C[C:2]1[N:6]2[C:7]([NH2:15])=[C:8]([Cl:14])[CH:9]=[C:10]([C:11]([OH:13])=O)[C:5]2=[N:4][C:3]=1[CH3:16].[NH2:17][CH2:18][CH:19]1[CH2:24][CH2:23][N:22]([C:25]([O:27][C:28]([CH3:31])([CH3:30])[CH3:29])=[O:26])[CH2:21][CH2:20]1>>[NH2:15][C:7]1[N:6]2[CH:2]=[C:3]([CH3:16])[N:4]=[C:5]2[C:10]([C:11]([NH:17][CH2:18][CH:19]2[CH2:24][CH2:23][N:22]([C:25]([O:27][C:28]([CH3:31])([CH3:30])[CH3:29])=[O:26])[CH2:21][CH2:20]2)=[O:13])=[CH:9][C:8]=1[Cl:14]. Procedure details: The title compound was prepared according to the procedure described in the step 3 of Example 4 from 5-amino-6-chloro-2-methylimidazo[1,2-a]pyridine-8-carboxilic acid (Example 2, Step 5) and tert-butyl 4-(aminomethyl)piperidine-1-carboxylate (J. Prugh, L. A. Birchenough and M. S. Egbertson, Synth. Commun., 1992, 22, 2357-60). Starting materials: CN(/C=C/C(=O)C1=NN(C=CC1=O)C1=CC=CC=C1)C (3-((E)-3-Dimethylamino-acryloyl)-1-phenyl-1H-pyridazin-4-one), CC1=C(C=C(C=C1)C)NN (2,5-dimethyl-phenylhydrazine), Cl (HCl). Yields the product CC1=C(C=C(C=C1)C)N1N=CC=C1C1=NN(C=CC1=O)C1=CC=CC=C1 (3-[2-(2,5-Dimethyl-phenyl)-2H-pyrazol-3-yl]-1-phenyl-1H-pyridazin-4-one). The yield is 74.0%. As a reaction SMILES: C[N:2](C)/[CH:3]=[CH:4]/[C:5]([C:7]1[C:12](=[O:13])[CH:11]=[CH:10][N:9]([C:14]2[CH:19]=[CH:18][CH:17]=[CH:16][CH:15]=2)[N:8]=1)=O.[CH3:21][C:22]1[CH:27]=[CH:26][C:25]([CH3:28])=[CH:24][C:23]=1[NH:29]N.Cl>>[CH3:21][C:22]1[CH:27]=[CH:26][C:25]([CH3:28])=[CH:24][C:23]=1[N:29]1[C:5]([C:7]2[C:12](=[O:13])[CH:11]=[CH:10][N:9]([C:14]3[CH:19]=[CH:18][CH:17]=[CH:16][CH:15]=3)[N:8]=2)=[CH:4][CH:3]=[N:2]1. Reported procedure: The product was obtained starting from 3-((E)-3-Dimethylamino-acryloyl)-1-phenyl-1H-pyridazin-4-one (A-1) and 2,5-dimethyl-phenylhydrazine×HCl according to the method described for Example 1 in 74% yield. MS: M=343.2 (M+H)+ Product: Cl.NC(CO)(CO)\C=C\C1=CC(=C(C=C1)OCCCC1=CC(=CC=C1)C)C(F)(F)F ((E)-2-amino-2-(2-{4-[3-(3-methylphenyl)propoxy]-3-trifluoromethylphenyl}vinyl)propane-1,3-diol hydrochloride). Procedure details: Compound 93-9 (560 mg) was dissolved in ethanol (15 ml), concentrated hydrochloric acid (1.5 ml) was added, and the mixture was stirred at 80° C. for 1 hr. The reaction mixture was concentrated, and the residue was washed with diethyl ether to give the object product (370 mg) as a white powder. Run in C(C)O (ethanol). RXN SMILES: C(OC(=O)[NH:7][C:8]1(/[CH:16]=[CH:17]/[C:18]2[CH:23]=[CH:22][C:21]([O:24][CH2:25][CH2:26][CH2:27][C:28]3[CH:33]=[CH:32][CH:31]=[C:30]([CH3:34])[CH:29]=3)=[C:20]([C:35]([F:38])([F:37])[F:36])[CH:19]=2)[CH2:13][O:12]C(C)(C)[O:10][CH2:9]1)(C)(C)C.[ClH:40]>C(O)C>[ClH:40].[NH2:7][C:8](/[CH:16]=[CH:17]/[C:18]1[CH:23]=[CH:22][C:21]([O:24][CH2:25][CH2:26][CH2:27][C:28]2[CH:33]=[CH:32][CH:31]=[C:30]([CH3:34])[CH:29]=2)=[C:20]([C:35]([F:36])([F:37])[F:38])[CH:19]=1)([CH2:9][OH:10])[CH2:13][OH:12] |f:3.4|. Run at temperature 80 celsius, time 1 hour. The reactants are C(C)(C)(C)OC(NC1(COC(OC1)(C)C)\C=C\C1=CC(=C(C=C1)OCCCC1=CC(=CC=C1)C)C(F)(F)F)=O ((E)-[2,2-dimethyl-5-(2-{4-[3-(3-methylphenyl)propoxy]-3-trifluoromethylphenyl}vinyl)-1,3-dioxan-5-yl]carbamic acid t-butyl ester), Cl (hydrochloric acid). Starting materials: [Br-], CC[Mg+], CCOC(=O)c1cc2ccc(I)cc2s1, C1CCOC1, CCC(=O)CC. Product: CCOC(=O)c1cc2ccc(C(O)(CC)CC)cc2s1. Reaction SMILES: [Br-:16].[CH2:17]([Mg+:18])[CH3:19].[CH2:1]([CH3:2])[O:3][C:4](=[O:5])[c:6]1[cH:7][c:8]2[c:9]([s:10]1)[cH:11][c:12]([I:15])[cH:13][cH:14]2.[CH2:26]1[O:27][CH2:28][CH2:29][CH2:30]1.[CH3:20][CH2:21][C:22]([CH2:23][CH3:24])=[O:25]>>[CH2:1]([CH3:2])[O:3][C:4](=[O:5])[c:6]1[cH:7][c:8]2[c:9]([s:10]1)[cH:11][c:12]([C:22]([CH2:21][CH3:20])([CH2:23][CH3:24])[OH:25])[cH:13][cH:14]2. Starting materials: C=O (formalin), C(C)O (ethanol), OCCNCC(=O)NC1=CC=C2C=C(NC(C2=C1)=O)C1=C(C=CC=C1)C(F)(F)F (2-(2-hydroxyethylamino)-N-[1-oxo-3-(2-trifluoromethylphenyl)-1,2-dihydroisoquinolin-7-yl]acetamide). Run in O (water). The product is OCCN1CN(C(C1)=O)C1=CC=C2C=C(NC(C2=C1)=O)C1=C(C=CC=C1)C(F)(F)F (7-[3-(2-hydroxyethyl)-5-oxoimidazolidin-1-yl]-3-(2-trifluoromethylphenyl)-2H-isoquinolin-1-one). The yield is 27.0%. As a reaction SMILES: C=O.[CH2:3]([OH:5])[CH3:4].OC[CH2:8][NH:9][CH2:10][C:11]([NH:13][C:14]1[CH:23]=[C:22]2[C:17]([CH:18]=[C:19]([C:25]3[CH:30]=[CH:29][CH:28]=[CH:27][C:26]=3[C:31]([F:34])([F:33])[F:32])[NH:20][C:21]2=[O:24])=[CH:16][CH:15]=1)=[O:12]>O>[OH:5][CH2:3][CH2:4][N:9]1[CH2:10][C:11](=[O:12])[N:13]([C:14]2[CH:23]=[C:22]3[C:17]([CH:18]=[C:19]([C:25]4[CH:30]=[CH:29][CH:28]=[CH:27][C:26]=4[C:31]([F:34])([F:33])[F:32])[NH:20][C:21]3=[O:24])=[CH:16][CH:15]=2)[CH2:8]1. Procedure: A 37% formalin aqueous solution (3.8 μl, 0.0469 mmol) was added to an ethanol solution (2 ml) that contained the 2-(2-hydroxyethylamino)-N-[1-oxo-3-(2-trifluoromethylphenyl)-1,2-dihydroisoquinolin-7-yl]acetamide (19 mg, 0.0469 mmol) obtained in step B. The obtained mixture was stirred under heating to reflux for 3 hours. Thereafter, water was added to the reaction solution, and the mixture was then extracted with ethyl acetate. The extract was washed with water and a saturated saline solution, a... Reactants: O=C([O-])[O-], Cc1ccccc1, O=C(c1cccnc1Cl)N1CCCc2ccccc21, [Cs+], [Cs+], Oc1cc(C(F)(F)F)ccc1F. Product: O=C(c1cccnc1Oc1cc(C(F)(F)F)ccc1F)N1CCCc2ccccc21. As a reaction SMILES: [C:32](=[O:33])([O-:34])[O-:35].[CH3:38][c:39]1[cH:40][cH:41][cH:42][cH:43][cH:44]1.[Cl:1][c:2]1[n:3][cH:4][cH:5][cH:6][c:7]1[C:8](=[O:9])[N:10]1[CH2:11][CH2:12][CH2:13][c:14]2[cH:15][cH:16][cH:17][cH:18][c:19]21.[Cs+:36].[Cs+:37].[F:20][c:21]1[c:22]([OH:31])[cH:23][c:24]([C:27]([F:28])([F:29])[F:30])[cH:25][cH:26]1>>[c:2]1([O:31][c:22]2[c:21]([F:20])[cH:26][cH:25][c:24]([C:27]([F:28])([F:29])[F:30])[cH:23]2)[n:3][cH:4][cH:5][cH:6][c:7]1[C:8](=[O:9])[N:10]1[CH2:11][CH2:12][CH2:13][c:14]2[cH:15][cH:16][cH:17][cH:18][c:19]21. The reactants are ClC=1C2=C(N=CN1)N(C=C2C2=CC(=C(N)C=C2)OC)C2CCCC2 (4-(4-chloro-7-cyclopentyl-7H-pyrrolo[2,3-d]pyrimidin-5-yl)-2-methoxyaniline), N (ammonia). RXN SMILES: Cl[C:2]1[C:3]2[C:10]([C:11]3[CH:17]=[CH:16][C:14]([NH2:15])=[C:13]([O:18][CH3:19])[CH:12]=3)=[CH:9][N:8]([CH:20]3[CH2:24][CH2:23][CH2:22][CH2:21]3)[C:4]=2[N:5]=[CH:6][N:7]=1.[NH3:25]>O1CCOCC1>[NH2:15][C:14]1[CH:16]=[CH:17][C:11]([C:10]2[C:3]3[C:2]([NH2:25])=[N:7][CH:6]=[N:5][C:4]=3[N:8]([CH:20]3[CH2:24][CH2:23][CH2:22][CH2:21]3)[CH:9]=2)=[CH:12][C:13]=1[O:18][CH3:19]. Reaction conditions: temperature 120 celsius, time 8 hour. Yields the product NC1=C(C=C(C=C1)C1=CN(C=2N=CN=C(C21)N)C2CCCC2)OC (5-(4-amino-3-methoxyphenyl)-7-cyclopentyl-7H-pyrrolo[2,3-d]pyrimidin-4-amine). Procedure: A mixture of 4-(4-chloro-7-cyclopentyl-7H-pyrrolo[2,3-d]pyrimidin-5-yl)-2-methoxyaniline (0.45 g, 1.31 mmol), ammonia (115 ml, SG 0.88) and 1,4-dioxane (115 ml) was heated and stirred at 120° C. in a pressure vessel overnight. The mixture was allowed to cool to ambient temperature and the solvent was removed under reduced pressure to give a residue which was partitioned between water and ethyl acetate. The organic layer was separated and the aqueous layer was further extracted with ethyl acetate... The solvent is O1CCOCC1 (1,4-dioxane). Reactants: 7-(trifluoromethanesulfoxy)-1-tetralone, B(OC1=CC=C(C=C1)F)([O-])[O-] (4-fluorophenyl borate), C([O-])([O-])=O.[K+].[K+] (potassium carbonate), C1(=CC=CC=C1)C (toluene), C(C)O (ethanol). The reagents and catalysts are C=1C=CC(=CC1)[P](C=2C=CC=CC2)(C=3C=CC=CC3)[Pd]([P](C=4C=CC=CC4)(C=5C=CC=CC5)C=6C=CC=CC6)([P](C=7C=CC=CC7)(C=8C=CC=CC8)C=9C=CC=CC9)[P](C=1C=CC=CC1)(C=1C=CC=CC1)C=1C=CC=CC1 (tetrakis(triphenylphosphine)palladium). Solvent: O (water). Conditions: time 30 minute. The product is FC1=CC=C(C=C1)C1=CC=C2CCCC(C2=C1)=O (7-(4-fluorophenyl)-1-tetralone). RXN SMILES: B([O-])([O-])O[C:3]1[CH:8]=[CH:7][C:6]([F:9])=[CH:5][CH:4]=1.[C:12](=[O:15])([O-])[O-].[K+].[K+].[C:18]1([CH3:24])[CH:23]=[CH:22][CH:21]=[CH:20][CH:19]=1.[CH2:25](O)[CH3:26]>C1C=CC([P]([Pd]([P](C2C=CC=CC=2)(C2C=CC=CC=2)C2C=CC=CC=2)([P](C2C=CC=CC=2)(C2C=CC=CC=2)C2C=CC=CC=2)[P](C2C=CC=CC=2)(C2C=CC=CC=2)C2C=CC=CC=2)(C2C=CC=CC=2)C2C=CC=CC=2)=CC=1.O>[F:9][C:6]1[CH:7]=[CH:8][C:3]([C:21]2[CH:22]=[C:23]3[C:18]([CH2:24][CH2:25][CH2:26][C:12]3=[O:15])=[CH:19][CH:20]=2)=[CH:4][CH:5]=1 |f:1.2.3,^1:31,33,52,71|. Procedure details: Under argon atmosphere, a mixture of 7-(trifluoromethanesulfoxy)-1-tetralone (17.5 g), 4-fluorophenyl borate (10.0 g), potassium carbonate (16.6 g), toluene (500 ml), ethanol (50 ml) and water (50 ml) was stirred at room temperature for 30 minutes, and to the mixture was added tetrakis(triphenylphosphine)palladium (2.08 g). The mixture was refluxed for 14 hours. The reaction mixture was cooled to room temperature. The organic layer was separated, dried with anhydrous sodium sulfate, and concentr...